From a dataset of the Open Reaction Database (ORD), a public repository of structured organic reaction records. describe an organic reaction: reactants, conditions, products, and yield Reactants: CCC(=O)c1cc(-c2ccccc2)on1, CCOCC, Cl, C1CCNCC1, C1COCCO1. Yields the product CC(CN1CCCCC1)C(=O)c1cc(-c2ccccc2)on1, Cl. Reaction SMILES: [C:1]([CH2:2][CH3:3])(=[O:4])[c:5]1[n:6][o:7][c:8](-[c:10]2[cH:11][cH:12][cH:13][cH:14][cH:15]2)[cH:9]1.[CH2:29]([O:30][CH2:31][CH3:32])[CH3:33].[ClH:16].[NH:17]1[CH2:18][CH2:19][CH2:20][CH2:21][CH2:22]1.[O:23]1[CH2:24][CH2:28][O:27][CH2:26][CH2:25]1>>[C:1]([CH:2]([CH3:3])[CH2:24][N:17]1[CH2:18][CH2:19][CH2:20][CH2:21][CH2:22]1)(=[O:4])[c:5]1[n:6][o:7][c:8](-[c:10]2[cH:11][cH:12][cH:13][cH:14][cH:15]2)[cH:9]1.[ClH:16]. Reactants: ClCCl, [Na+], O=C([O-])O, COc1ccc(F)cc1C(C)(C)CC(O)(CNc1cccc2cccnc12)C(F)(F)F. Product: CC(C)(CC(O)(CNc1cccc2cccnc12)C(F)(F)F)c1cc(F)ccc1O. RXN SMILES: [Cl:37][CH2:38][Cl:39].[Na+:36].[O-:32][C:33]([OH:34])=[O:35].[n:1]1[cH:2][cH:3][cH:4][c:5]2[cH:6][cH:7][cH:8][c:9]([NH:11][CH2:12][C:13]([CH2:14][C:15]([CH3:16])([CH3:17])[c:18]3[c:19]([O:25][CH3:26])[cH:20][cH:21][c:22]([F:24])[cH:23]3)([OH:27])[C:28]([F:29])([F:30])[F:31])[c:10]12>>[n:1]1[cH:2][cH:3][cH:4][c:5]2[cH:6][cH:7][cH:8][c:9]([NH:11][CH2:12][C:13]([CH2:14][C:15]([CH3:16])([CH3:17])[c:18]3[c:19]([OH:25])[cH:20][cH:21][c:22]([F:24])[cH:23]3)([OH:27])[C:28]([F:29])([F:30])[F:31])[c:10]12. Starting materials: C(#N)[BH3-].[Na+] (sodium cyanoborohydride), FC(C=1C=C(CN)C=C(C1)C(F)(F)F)(F)F (3,5-Bis(trifluoromethyl)benzylamine), C1(CCCCC1)CN1CCN(CC1)C1=NC2=CC=CC=C2C=C1C=O (2-(4-cyclohexylmethyl-piperazin-1-yl)-quinoline-3-carbaldehyde), C(C)(=O)O (acetic acid). Run in CO (methanol). Reaction conditions: time 1 hour. The product is FC(C=1C=C(CNCC=2C(=NC3=CC=CC=C3C2)N2CCN(CC2)CC2CCCCC2)C=C(C1)C(F)(F)F)(F)F ((3,5-bis-trifluoromethyl-benzyl)-[2-(4-cyclohexylmethyl-piperazin-1-yl)-quinolin-3-ylmethyl]-amine). Isolated yield 67.4%. Reaction SMILES: [F:1][C:2]([F:16])([F:15])[C:3]1[CH:4]=[C:5]([CH:8]=[C:9]([C:11]([F:14])([F:13])[F:12])[CH:10]=1)[CH2:6][NH2:7].[CH:17]1([CH2:23][N:24]2[CH2:29][CH2:28][N:27]([C:30]3[C:39]([CH:40]=O)=[CH:38][C:37]4[C:32](=[CH:33][CH:34]=[CH:35][CH:36]=4)[N:31]=3)[CH2:26][CH2:25]2)[CH2:22][CH2:21][CH2:20][CH2:19][CH2:18]1.C(O)(=O)C.C([BH3-])#N.[Na+]>CO>[F:1][C:2]([F:15])([F:16])[C:3]1[CH:4]=[C:5]([CH:8]=[C:9]([C:11]([F:14])([F:12])[F:13])[CH:10]=1)[CH2:6][NH:7][CH2:40][C:39]1[C:30]([N:27]2[CH2:26][CH2:25][N:24]([CH2:23][CH:17]3[CH2:22][CH2:21][CH2:20][CH2:19][CH2:18]3)[CH2:29][CH2:28]2)=[N:31][C:32]2[C:37]([CH:38]=1)=[CH:36][CH:35]=[CH:34][CH:33]=2 |f:3.4|. Procedure: 3,5-Bis(trifluoromethyl)benzylamine (0.305 g, 1.25 mmol) was added to a solution of 2-(4-cyclohexylmethyl-piperazin-1-yl)-quinoline-3-carbaldehyde (0.4 g, 1.23 mmol) in methanol followed by acetic acid (0.15 mL) at ambient temperature under nitrogen atmosphere. After stirring 1 h, sodium cyanoborohydride (0.237 g, 3.77 mmol) was added carefully, and the reaction was stirred at RT for overnight. The reaction mixture was evaporated to dryness, and water (30 mL) and ethyl acetate (30 mL) were added... The reactants are OCc1cc(Cl)c(Br)cn1, O=C([O-])[O-], [K+], O=[Mn](=O)(=O)[O-], [Na+], [Na+], O. Yields the product O=C(O)c1cc(Cl)c(Br)cn1. As a reaction SMILES: [Br:7][c:8]1[c:9]([Cl:16])[cH:10][c:11]([CH2:14][OH:15])[n:12][cH:13]1.[C:18](=[O:19])([O-:20])[O-:21].[K+:6].[Mn:1](=[O:2])([O-:3])(=[O:4])=[O:5].[Na+:22].[Na+:23].[OH2:17]>>[OH:2][C:14]([c:11]1[cH:10][c:9]([Cl:16])[c:8]([Br:7])[cH:13][n:12]1)=[O:15]. Yields the product CN1C(=CC=C1)C(=O)C1=C(C=C2N1CCC2C(=O)O)C (5-(N-methyl-2-pyrroyl)-1,2-dihydro-6-methyl-3H-pyrrolo[1,2-a]pyrrole-1-carboxylic acid). The solvent is O (water). RXN SMILES: [CH3:1][N:2]1[CH:6]=[CH:5][CH:4]=[C:3]1[C:7]([C:9]1[N:13]2[CH2:14][CH2:15][CH:16]([C:17]([O:19]C(C)C)=[O:18])[C:12]2=[CH:11][C:10]=1[CH3:23])=[O:8].CO.C(=O)([O-])[O-].[K+].[K+]>O>[CH3:1][N:2]1[CH:6]=[CH:5][CH:4]=[C:3]1[C:7]([C:9]1[N:13]2[CH2:14][CH2:15][CH:16]([C:17]([OH:19])=[O:18])[C:12]2=[CH:11][C:10]=1[CH3:23])=[O:8] |f:2.3.4|. Procedure: A solution of 500 mg. of isopropyl 5-(N-methyl-2-pyrroyl)-1,2-dihydro-6-methyl-3H-pyrrolo[1,2-a]-pyrrole-1-carboxylate in 15 ml. of methanol is treated with a solution of 1.05 g. of potassium carbonate in 8 ml. of water. The reaction mixture is refluxed under nitrogen atmosphere for 30 minutes, cooled, and evaporated to dryness. The residue is taken up in 10 ml. of 10% aqueous hydrochloric acid and 50 ml. of water and the resultant mixture extracted with ethyl acetate (3 × 50 ml.). The combined ... Starting materials: CN1C(=CC=C1)C(=O)C1=C(C=C2N1CCC2C(=O)OC(C)C)C (isopropyl 5-(N-methyl-2-pyrroyl)-1,2-dihydro-6-methyl-3H-pyrrolo[1,2-a]-pyrrole-1-carboxylate), CO (methanol), C([O-])([O-])=O.[K+].[K+] (potassium carbonate). The reactants are CC(C)=CCCC(C)=CCCC(C)=CCCC(C)=CCBr, CCO, NCC12CCCN1CCC2. Yields the product CC(C)=CCCC(C)=CCCC(C)=CCCC(C)=CCNCC12CCCN1CCC2. RXN SMILES: [Br:1][CH2:2][CH:3]=[C:4]([CH2:5][CH2:6][CH:7]=[C:8]([CH2:9][CH2:10][CH:11]=[C:12]([CH2:13][CH2:14][CH:15]=[C:16]([CH3:17])[CH3:18])[CH3:19])[CH3:20])[CH3:21].[CH3:32][CH2:33][OH:34].[NH2:22][CH2:23][C:24]12[CH2:25][CH2:26][CH2:27][N:28]1[CH2:29][CH2:30][CH2:31]2>>[CH2:2]([CH:3]=[C:4]([CH2:5][CH2:6][CH:7]=[C:8]([CH2:9][CH2:10][CH:11]=[C:12]([CH2:13][CH2:14][CH:15]=[C:16]([CH3:17])[CH3:18])[CH3:19])[CH3:20])[CH3:21])[NH:22][CH2:23][C:24]12[CH2:25][CH2:26][CH2:27][N:28]1[CH2:29][CH2:30][CH2:31]2.